This data is from the Open Reaction Database (ORD), a public repository of structured organic reaction records. The task is: describe an organic reaction: reactants, conditions, products, and yield Reactants: COC1=CC=C(CN2C(C(=C(C=C2)C=C)[N+](=O)[O-])=O)C=C1 (1-(4-methoxybenzyl)-4-vinyl-3-nitro-2-pyridone). The reagents and catalysts are [Pd] (Pd/C). Solvent: C(C)O (ethanol). Conditions: time 4 hour. Yields the product NC=1C(N(C=CC1CC)CC1=CC=C(C=C1)OC)=O (3-amino-1-(4-methoxybenzyl)-4-ethyl-2-pyridone). The yield is 76.7%. Reaction SMILES: [CH3:1][O:2][C:3]1[CH:21]=[CH:20][C:6]([CH2:7][N:8]2[CH:13]=[CH:12][C:11]([CH:14]=[CH2:15])=[C:10]([N+:16]([O-])=O)[C:9]2=[O:19])=[CH:5][CH:4]=1>C(O)C.[Pd]>[NH2:16][C:10]1[C:9](=[O:19])[N:8]([CH2:7][C:6]2[CH:5]=[CH:4][C:3]([O:2][CH3:1])=[CH:21][CH:20]=2)[CH:13]=[CH:12][C:11]=1[CH2:14][CH3:15]. Reported procedure: A mixture of 1-(4-methoxybenzyl)-4-vinyl-3-nitro-2-pyridone (0.21 g, 0.73 mmol) in ethanol (30 mL) with 10% Pd/C (0.26 g) was hydrogenated at 40 psi in a Parr apparatus for 4 hours. The catalyst was removed by filtration and the solvent was evaporated to give 3-amino-1-(4-methoxybenzyl)-4-ethyl-2-pyridone (0.17 g, 0.56 mmol, 76%). Starting materials: O=C([O-])[O-], CS(C)=O, COC(=O)c1cc[nH]c1, Clc1ccnc2ccccc12, [K+], [K+], O. Product: COC(=O)c1ccn(-c2ccnc3ccccc23)c1. RXN SMILES: [C:1](=[O:2])([O-:3])[O-:4].[CH3:28][S:29](=[O:30])[CH3:31].[CH3:7][O:8][C:9](=[O:10])[c:11]1[cH:12][nH:13][cH:14][cH:15]1.[Cl:16][c:17]1[cH:18][cH:19][n:20][c:21]2[cH:22][cH:23][cH:24][cH:25][c:26]12.[K+:5].[K+:6].[OH2:27]>>[CH3:7][O:8][C:9](=[O:10])[c:11]1[cH:12][n:13](-[c:17]2[cH:18][cH:19][n:20][c:21]3[cH:22][cH:23][cH:24][cH:25][c:26]23)[cH:14][cH:15]1. Starting materials: COc1ncnc2sc(-c3c(-c4ccccc4)nc(Br)n3C)nc12, O=C([O-])[O-], Cc1ccccc1, [K+], [K+], [Mg+2], O=S(=O)([O-])[O-], OB(O)c1ccsc1. Product: COc1ncnc2sc(-c3c(-c4ccccc4)nc(-c4ccsc4)n3C)nc12. Reaction SMILES: [Br:1][c:2]1[n:3]([CH3:24])[c:4](-[c:13]2[s:14][c:15]3[n:16][cH:17][n:18][c:19]([O:22][CH3:23])[c:20]3[n:21]2)[c:5](-[c:7]2[cH:8][cH:9][cH:10][cH:11][cH:12]2)[n:6]1.[C:33](=[O:34])([O-:35])[O-:36].[CH3:45][c:46]1[cH:47][cH:48][cH:49][cH:50][cH:51]1.[K+:37].[K+:38].[Mg+2:39].[O-:40][S:41]([O-:42])(=[O:43])=[O:44].[s:25]1[cH:26][c:27]([B:30]([OH:31])[OH:32])[cH:28][cH:29]1>>[c:2]1(-[c:27]2[cH:26][s:25][cH:29][cH:28]2)[n:3]([CH3:24])[c:4](-[c:13]2[s:14][c:15]3[n:16][cH:17][n:18][c:19]([O:22][CH3:23])[c:20]3[n:21]2)[c:5](-[c:7]2[cH:8][cH:9][cH:10][cH:11][cH:12]2)[n:6]1. Reactants: N1=C(C=CC=C1)C(=O)O (picolinic acid), IC1=NC=C(C=C1)Br (2-iodo-5-bromopyridine), C(C)C(C(=O)[O-])(C(=O)[O-])CC (diethylmalonate), C([O-])([O-])=O.[Cs+].[Cs+] (cesium carbonate), O1CCOCC1 (dioxane). Reagents/catalysts: [Cu](I)I (copper iodide). Conditions: temperature 80 celsius. Yields the product C(C)OC(C(C(=O)OCC)C1=NC=C(C=C1)Br)=O (Diethyl(5-bromopyridin-2-yl)malonate). RXN SMILES: I[C:2]1[CH:7]=[CH:6][C:5]([Br:8])=[CH:4][N:3]=1.C([C:11](CC)([C:15]([O-:17])=[O:16])[C:12]([O-:14])=[O:13])C.C(=O)([O-])[O-].[Cs+].[Cs+].N1C=CC=[CH:28][C:27]=1C(O)=O.O1CCO[CH2:37][CH2:36]1>[Cu](I)I>[CH2:27]([O:17][C:15](=[O:16])[CH:11]([C:2]1[CH:7]=[CH:6][C:5]([Br:8])=[CH:4][N:3]=1)[C:12]([O:14][CH2:36][CH3:37])=[O:13])[CH3:28] |f:2.3.4|. Procedure details: To a suspension of 2-iodo-5-bromopyridine (2.0 g, 7.06 mmol), diethylmalonate (2.12 mL, 14.12 mmol) and cesium carbonate (6.88 g, 21.18 mmol) in dioxane (20 mL) was added copper iodide (268 mg, 1.41 mmol) followed by picolinic acid (346 mg, 2.82 mmol) and the reaction was heated to 80° C. for 16 hours. The reaction was cooled, filtered and the filtrate was concentrated in vacuo. The residue was diluted with EtOAc, washed with water, brine, dried over sodium sulphate and concentrated in vacuo. Th... Reactants: B, C1CCOC1, C1CCOC1, COc1ccc(F)c(-c2ccc(C(=O)O)cc2N2CCCCC2=O)c1, O. Yields the product COc1ccc(F)c(-c2ccc(C(=O)O)cc2N2CCCCC2)c1. RXN SMILES: [BH3:26].[CH2:27]1[O:28][CH2:29][CH2:30][CH2:31]1.[CH2:33]1[O:34][CH2:35][CH2:36][CH2:37]1.[F:1][c:2]1[c:3](-[c:10]2[c:11]([N:19]3[C:20](=[O:25])[CH2:21][CH2:22][CH2:23][CH2:24]3)[cH:12][c:13]([C:16](=[O:17])[OH:18])[cH:14][cH:15]2)[cH:4][c:5]([O:8][CH3:9])[cH:6][cH:7]1.[OH2:32]>>[F:1][c:2]1[c:3](-[c:10]2[c:11]([N:19]3[CH2:20][CH2:21][CH2:22][CH2:23][CH2:24]3)[cH:12][c:13]([C:16](=[O:17])[OH:18])[cH:14][cH:15]2)[cH:4][c:5]([O:8][CH3:9])[cH:6][cH:7]1. The reactants are (R)-(+)-3-diphenylphosphino-3'-methoxy-4,4'-biphenanthryl, tris(dibenzylideneacetone)(chloroform)dipalladium (0), CN(C1=CC=CC2=CC=CC(=C12)N(C)C)C (1,8-bis(dimethylamino)naphthalene), C(=O)O (formic acid), O1CCOCC1 (dioxane), C(OCC\C=C(/C)\CCC=C(C)C)([O-])=O (geranylmethyl carbonate). The solvent is CCCCC (pentane). Reaction conditions: temperature 20 celsius, time 17 hour. The product is C[C@H](C=C)CCC=C(C)C ((S)-3,7-dimethyl-1,6-octadiene). The yield is 100.4%. RXN SMILES: O1CCOCC1.CN(C)C1C2C(=CC=CC=2N(C)C)C=CC=1.C(O)=O.C(=O)([O-])OC[CH2:29]/[CH:30]=[C:31](/[CH2:33][CH2:34][CH:35]=[C:36]([CH3:38])[CH3:37])\[CH3:32]>CCCCC>[CH3:32][C@@H:31]([CH2:33][CH2:34][CH:35]=[C:36]([CH3:38])[CH3:37])[CH:30]=[CH2:29]. Procedure details: In a Schlenk's tube, (R)-(+)-3-diphenylphosphino-3'-methoxy-4,4'-biphenanthryl prepared in Example 1 (6.24 mg, 0.011 mmol) and tris(dibenzylideneacetone)(chloroform)dipalladium (0) (2.6 mg, 0.0025 mmol) were charged, and dioxane was added under a nitrogen atmosphere. To the mixture cooled on an ice bath, 1,8-bis(dimethylamino)naphthalene (128.6 mg, 0.60 mmol) and formic acid (52.5 mg, 1.14 mmol) were added in this order. At the same temperature, geranylmethyl carbonate (104.5 mg, 0.49 mmol) was ...